This data is from the Open Reaction Database (ORD), a public repository of structured organic reaction records. The task is: describe an organic reaction: reactants, conditions, products, and yield The reactants are CN(C)C=O, C, [H-], [I-], NC(=O)c1[nH]c2ccccc2c1-c1ccc([N+](=O)[O-])cc1, [Na+], O. The product is Cn1c(C(N)=O)c(-c2ccc([N+](=O)[O-])cc2)c2ccccc21. Reaction SMILES: [CH3:27][N:28]([CH3:29])[CH:30]=[O:31].[CH4:4].[H-:1].[I-:3].[N+:5](=[O:6])([O-:7])[c:8]1[cH:9][cH:10][c:11](-[c:14]2[c:15]([C:23](=[O:24])[NH2:25])[nH:16][c:17]3[cH:18][cH:19][cH:20][cH:21][c:22]23)[cH:12][cH:13]1.[Na+:2].[OH2:26]>>[CH3:4][n:16]1[c:15]([C:23](=[O:24])[NH2:25])[c:14](-[c:11]2[cH:10][cH:9][c:8]([N+:5](=[O:6])[O-:7])[cH:13][cH:12]2)[c:22]2[c:17]1[cH:18][cH:19][cH:20][cH:21]2. Reactants: CC=1C=C(C=CC1C)N(C1=C(N(C(C2=CC=CC=C12)=O)C)C(=O)OC)C (methyl 4-[(3,4-dimethylphenyl)(methyl)amino]-2-methyl-1-oxo-1,2-dihydro-3-isoquinolinecarboxylate), [BH4-].[Li+].C1CCOC1 (lithium borohydride THF). The solvent is C1(=CC=CC=C1)C (toluene). Conditions: temperature 70 celsius, time 6 hour. Product: CC=1C=C(C=CC1C)N(C1=C(N(C(C2=CC=CC=C12)=O)C)CO)C (4-[(3,4-Dimethylphenyl)(methyl)amino]-3-(hydroxymethyl)-2-methyl-1(2H)-isoquinolinone). The yield is 48.4%. Reaction SMILES: [CH3:1][C:2]1[CH:3]=[C:4]([N:9]([CH3:26])[C:10]2[C:19]3[C:14](=[CH:15][CH:16]=[CH:17][CH:18]=3)[C:13](=[O:20])[N:12]([CH3:21])[C:11]=2[C:22](OC)=[O:23])[CH:5]=[CH:6][C:7]=1[CH3:8].[BH4-].[Li+].C1COCC1>C1(C)C=CC=CC=1>[CH3:1][C:2]1[CH:3]=[C:4]([N:9]([CH3:26])[C:10]2[C:19]3[C:14](=[CH:15][CH:16]=[CH:17][CH:18]=3)[C:13](=[O:20])[N:12]([CH3:21])[C:11]=2[CH2:22][OH:23])[CH:5]=[CH:6][C:7]=1[CH3:8] |f:1.2.3|. Procedure details: To a stirred solution of methyl 4-[(3,4-dimethylphenyl)(methyl)amino]-2-methyl-1-oxo-1,2-dihydro-3-isoquinolinecarboxylate (2.11 g, 6.02 mmol) in toluene (12 mL) was added dropwise 2 M lithium borohydride/THF (3.06 mL, 6.11 mmol). The mixture was stirred at 70° C. for 6 hours, quenched with 1M HCl/water and partitioned between EtOAc and aq. NaHCO3. The organic phase was dried over sodium sulfate, evaporated in vacuo and purified on silica using EtOAc/hexanes 20-50% to provide the title compound ... The reactants are O (water), C1N(CCC2=CC=CC=C12)C1=NC(=C(C(=N1)C)C(=O)OCC)C (ethyl 2-(3,4-dihydroisoquinolin-2(1H)-yl)-4,6-dimethylpyrimidine-5-carboxylate), [OH-].[Na+] (NaOH). Run in C(C)O (ethanol). Yields the product C1N(CCC2=CC=CC=C12)C1=NC(=C(C(=N1)C)C(=O)O)C (2-(3,4-dihydroisoquinolin-2(1H)-yl)-4,6-dimethylpyrimidine-5-carboxylic acid), powder. The yield is 86.2%. RXN SMILES: [CH2:1]1[C:10]2[C:5](=[CH:6][CH:7]=[CH:8][CH:9]=2)[CH2:4][CH2:3][N:2]1[C:11]1[N:16]=[C:15]([CH3:17])[C:14]([C:18]([O:20]CC)=[O:19])=[C:13]([CH3:23])[N:12]=1.[OH-].[Na+].O>C(O)C>[CH2:1]1[C:10]2[C:5](=[CH:6][CH:7]=[CH:8][CH:9]=2)[CH2:4][CH2:3][N:2]1[C:11]1[N:16]=[C:15]([CH3:17])[C:14]([C:18]([OH:20])=[O:19])=[C:13]([CH3:23])[N:12]=1 |f:1.2|. Reported procedure: A mixture of 6c (1.43 g, 4.5 mmol) and an aqueous solution of NaOH (10M, 20 ml) in ethanol (20 ml) was refluxed for 6 hours. To the mixture was added 100 ml of water and then the mixture was washed with dichloromethane (100 ml). The aqueous phase was neutralized with hydrochloric acid to pH=6. Product was precipitated at pH=6. After filtration, 6d was obtained as white powder (1.10 g, 3.88 mmol, 86%). Starting materials: C1=C(C=CC=2OC3=C(C21)C=CC=C3)S(=O)(=O)N[C@H]3[C@@H]([C@H]2CC[C@@H]3C2)C\C=C/CCCC(=O)OC (Methyl (Z)-7-[(1S,2R,3R,4R)-3-(2-dibezofuryl)sulfonylaminobicyclo[2.2.1]hept-2-yl]-5-heptenoate), Cl (HCl), [OH-].[K+] (potassium hydroxide). Run in CO (methanol), O1CCCC1 (tetrahydrofuran). Product: C1=C(C=CC=2OC3=C(C21)C=CC=C3)S(=O)(=O)N[C@H]3[C@@H]([C@H]2CC[C@@H]3C2)C\C=C/CCCC(=O)O ((Z)-7-[(1S,2R,3R,4R)-3-(2-dibezofuryl)sulfonylaminobicyclo[2.2.1]hept-2-yl]-5-heptenoic acid). Isolated yield 86.8%. Reaction SMILES: [CH:1]1[C:9]2[C:8]3[CH:10]=[CH:11][CH:12]=[CH:13][C:7]=3[O:6][C:5]=2[CH:4]=[CH:3][C:2]=1[S:14]([NH:17][C@@H:18]1[C@H:23]2[CH2:24][C@H:20]([CH2:21][CH2:22]2)[C@H:19]1[CH2:25]/[CH:26]=[CH:27]\[CH2:28][CH2:29][CH2:30][C:31]([O:33]C)=[O:32])(=[O:16])=[O:15].[OH-].[K+].Cl>CO.O1CCCC1>[CH:1]1[C:9]2[C:8]3[CH:10]=[CH:11][CH:12]=[CH:13][C:7]=3[O:6][C:5]=2[CH:4]=[CH:3][C:2]=1[S:14]([NH:17][C@@H:18]1[C@H:23]2[CH2:24][C@H:20]([CH2:21][CH2:22]2)[C@H:19]1[CH2:25]/[CH:26]=[CH:27]\[CH2:28][CH2:29][CH2:30][C:31]([OH:33])=[O:32])(=[O:15])=[O:16] |f:1.2|. Procedure details: Methyl (Z)-7-[(1S,2R,3R,4R)-3-(2-dibezofuryl)sulfonylaminobicyclo[2.2.1]hept-2-yl]-5-heptenoate (1a-1) (234 mg, 0.50 mmol) was dissolved in methanol (6 ml)/tetrahydrofuran (4 ml). To the solution was added 1 N potassium hydroxide (1.50 ml, 1.50 mmol)under ice-cooling. After the reaction mixture was warmed up to room temperature, it was allowed to react for 16 hr and concentrated to remove the solvent. To the residue were added ethyl acetate (50 ml) and water (10 ml), and then 1 N HCl (2.00 ml, 2... The reactants are 10, N1C(NCCC1)=O (1,3-diaza-cyclohexan-2-one), C(C)(=O)Cl (acetylchloride), N1=CC=CC=C1 (pyridine), O1CCCC1 (tetrahydrofurane). Solvent: C(Cl)(Cl)Cl (chloroform). Reaction conditions: time 24 hour. Product: C(C)(=O)N1C(NCCC1)=O (1-Acetyl-2-oxo-1,3-diaza-cyclohexane). RXN SMILES: [NH:1]1[CH2:6][CH2:5][CH2:4][NH:3][C:2]1=[O:7].[C:8](Cl)(=[O:10])[CH3:9].N1C=CC=CC=1.O1CCCC1>C(Cl)(Cl)Cl>[C:8]([N:1]1[CH2:6][CH2:5][CH2:4][NH:3][C:2]1=[O:7])(=[O:10])[CH3:9]. Procedure: The mixture of 10 parts by weight of 1,3-diaza-cyclohexan-2-one, 11.8 parts by weight of acetylchloride, 8.7 parts by weight of pyridine, 50 parts by volume of tetrahydrofurane and 50 parts by volume of chloroform was stirred for 24 hours at room temperature, filtered and washed out with tetrahydrofurane chloroform (1:1). The combined solutions were evaporated to dryness, recrystallized from acetone/ethanol; 50 parts by volume of NaHCO3 -solution were added, and the mixture was extracted 3 times...